This data is from the Open Reaction Database (ORD), a public repository of structured organic reaction records. The task is: describe an organic reaction: reactants, conditions, products, and yield Starting materials: CCCCC=1C=CC(=CC1)O (4-n-butylphenol), CC(=O)OC(=O)C (Ac2O), N1=CC=CC=C1 (pyridine). The solvent is ClCCl (dichloromethane), ClCCl (dichloromethane). Conditions: time 2 hour. Yields the product C(C)(=O)OC1=CC=C(C=C1)CCCC (4-Butylphenyl acetate). RXN SMILES: [CH3:1][CH2:2][CH2:3][CH2:4][C:5]1[CH:6]=[CH:7][C:8]([OH:11])=[CH:9][CH:10]=1.[CH3:12][C:13](OC(C)=O)=[O:14].N1C=CC=CC=1>ClCCl>[C:13]([O:11][C:8]1[CH:7]=[CH:6][C:5]([CH2:4][CH2:3][CH2:2][CH3:1])=[CH:10][CH:9]=1)(=[O:14])[CH3:12]. Procedure: A solution of 10 g of 4-n-butylphenol, 10 ml of Ac2O and 8 ml of pyridine is stirred at reflux in 10 ml of dichloromethane. After 2 hours, the medium is cooled to ambient temperature, diluted in dichloromethane, washed with water, washed with a 1M HCl solution, washed in a saturated CuSO4 solution, washed with water, and dried over MgSO4. After evaporation, 10.8 g of the expected compound are recovered in the form of an oil. Reactants: C([O-])(O)=O.[Na+] (sodium bicarbonate), ClCCl.CCCCCC (dichloromethane hexane), Cl.NC=1N=CNC1C(=O)N (4-amino-5-imidazolecarboxamide hydrochloride), ClC1=C(C=C(C=C1)Cl)C(C=CN(C)C)=O (2',5'-dichloro-3-dimethylaminoacrylophenone). Solvent: C(C)(=O)O (acetic acid), ClCCl (dichloromethane). Yields the product ClC1=C(C=C(C=C1)Cl)C1=CC=NC=2N1C=NC2C(=O)N (4-(2,5-Dichlorophenyl)imidazo[1,5-a]pyrimidine-8-carboxamide). Isolated yield 74.3%. As a reaction SMILES: Cl.[NH2:2][C:3]1[N:4]=[CH:5][NH:6][C:7]=1[C:8]([NH2:10])=[O:9].[Cl:11][C:12]1[CH:17]=[CH:16][C:15]([Cl:18])=[CH:14][C:13]=1[C:19](=O)[CH:20]=[CH:21]N(C)C.C(=O)(O)[O-].[Na+].ClCCl.CCCCCC>C(O)(=O)C.ClCCl>[Cl:11][C:12]1[CH:17]=[CH:16][C:15]([Cl:18])=[CH:14][C:13]=1[C:19]1[N:4]2[CH:5]=[N:6][C:7]([C:8]([NH2:10])=[O:9])=[C:3]2[N:2]=[CH:21][CH:20]=1 |f:0.1,3.4,5.6|. Procedure: A stirred mixture of 5.2 g of 4-amino-5-imidazolecarboxamide hydrochloride and 10.0 g of 2',5'-dichloro-3-dimethylaminoacrylophenone (prepared as described in Example 4) in 80 ml of glacial acetic acid was heated at reflux for 4 hours. Evaporation in vacuo gave a dark oil which was dissolved in dichloromethane and treated with saturated sodium bicarbonate. The organic layer was separated, washed with water then dried over anhydrous sodium sulfate. The dichloromethane solution was passed through ... Reactants: C(C)OC(=O)C1C(C1C=C(C(F)(F)F)OC)(C)C (2,2-dimethyl-3-(3,3,3-trifluoro-2-methoxy-prop-1-enyl)-cyclopropanecarboxylic acid ethyl ester), [OH-].[Na+] (sodium hydroxide). Solvent: C(C)O (ethanol), O (water). The product is CC1(C(C1C=C(C(F)(F)F)OC)C(=O)O)C (2,2-dimethyl-3-(3,3,3-trifluoro-2-methoxy-prop-1-enyl)-cyclopropanecarboxylic acid). The yield is 60.5%. Reaction SMILES: C([O:3][C:4]([CH:6]1[CH:8]([CH:9]=[C:10]([O:15][CH3:16])[C:11]([F:14])([F:13])[F:12])[C:7]1([CH3:18])[CH3:17])=[O:5])C.[OH-].[Na+]>C(O)C.O>[CH3:17][C:7]1([CH3:18])[CH:8]([CH:9]=[C:10]([O:15][CH3:16])[C:11]([F:14])([F:13])[F:12])[CH:6]1[C:4]([OH:5])=[O:3] |f:1.2|. Procedure: 16.6 g (0.0624 mol) of 2,2-dimethyl-3-(3,3,3-trifluoro-2-methoxy-prop-1-enyl)-cyclopropanecarboxylic acid ethyl ester were dissolved in 100 ml of ethanol, a solution of 2.9 g (0.073 mol) of sodium hydroxide in 75 ml of water was then added and the mixture was heated to the reflux temperature for 4 hours, while stirring. The ethanol was then distilled off under a waterpump vacuum, the residue was taken up in 300 ml of water and the aqueous mixture was extracted once with 300 ml of methylene chlor... Reactants: [H-].[Na+] (sodium hydride), BrC1=C(CNC2CC2)C=CC=C1 ((2-bromobenzyl)cyclopropylamine), ice, Cl (hydrochloric acid), IC (iodomethane). Run in O1CCCC1 (tetrahydrofuran), O1CCCC1 (tetrahydrofuran). The product is BrC1=C(CNCC2CC2)C=CC=C1 ((2-Bromobenzyl)cyclopropylmethylamine). RXN SMILES: [H-].[Na+].[Br:3][C:4]1[CH:14]=[CH:13][CH:12]=[CH:11][C:5]=1[CH2:6][NH:7][CH:8]1[CH2:10][CH2:9]1.I[CH3:16].Cl>O1CCCC1>[Br:3][C:4]1[CH:14]=[CH:13][CH:12]=[CH:11][C:5]=1[CH2:6][NH:7][CH2:8][CH:10]1[CH2:9][CH2:16]1 |f:0.1|. Reported procedure: 53 mg of sodium hydride in 3 ml of tetrahydrofuran are added to 300 mg of (2-bromobenzyl)cyclopropylamine in 2 ml of tetrahydrofuran with ice-cooling. 207 μl of iodomethane are subsequently added, and the mixture is heated at 600 for 1 h. The mixture is allowed to cool and poured onto 20 g of ice and 5 ml of 1N hydrochloric acid, washed 4 times with 10 ml of ethyl acetate each time, and the combined organic phases are dried over sodium sulfate. After filtration, the filtrate is evaporated to dry... The reactants are C(C)N1N=CC=2C1=NC(=C(C2NC2CCOCC2)CNC(C2=CC=C(C=C2)NC(CCCCCCCN(C)CCO)=O)=O)CC (N-{[1,6-Diethyl-4-(tetrahydro-2H-pyran-4-ylamino)-1H-pyrazolo[3,4-b]pyridin-5-yl]methyl}-4-({8-[(2-hydroxyethyl)(methyl)amino]octanoyl}amino)benzamide), Br (hydrobromic acid). Solvent: C(C)(C)O (Isopropanol). Run at temperature 60 celsius, time 3 day. Product: Br.C(C)N1N=CC=2C1=NC(=C(C2NC2CCOCC2)CNC(C2=CC=C(C=C2)NC(CCCCCCCN(C)CCO)=O)=O)CC (N-{[1,6-Diethyl-4-(tetrahydro-2H-pyran-4-ylamino)-1H-pyrazolo[3,4-b]pyridin-5-yl]methyl}-4-({8-[(2-hydroxyethyl)(methyl)amino]octanoyl}amino)benzamide monohydrobromide). RXN SMILES: [CH2:1]([N:3]1[C:7]2=[N:8][C:9]([CH2:44][CH3:45])=[C:10]([CH2:19][NH:20][C:21](=[O:43])[C:22]3[CH:27]=[CH:26][C:25]([NH:28][C:29](=[O:42])[CH2:30][CH2:31][CH2:32][CH2:33][CH2:34][CH2:35][CH2:36][N:37]([CH2:39][CH2:40][OH:41])[CH3:38])=[CH:24][CH:23]=3)[C:11]([NH:12][CH:13]3[CH2:18][CH2:17][O:16][CH2:15][CH2:14]3)=[C:6]2[CH:5]=[N:4]1)[CH3:2].[BrH:46]>C(O)(C)C>[BrH:46].[CH2:1]([N:3]1[C:7]2=[N:8][C:9]([CH2:44][CH3:45])=[C:10]([CH2:19][NH:20][C:21](=[O:43])[C:22]3[CH:27]=[CH:26][C:25]([NH:28][C:29](=[O:42])[CH2:30][CH2:31][CH2:32][CH2:33][CH2:34][CH2:35][CH2:36][N:37]([CH2:39][CH2:40][OH:41])[CH3:38])=[CH:24][CH:23]=3)[C:11]([NH:12][CH:13]3[CH2:14][CH2:15][O:16][CH2:17][CH2:18]3)=[C:6]2[CH:5]=[N:4]1)[CH3:2] |f:3.4|. Procedure: Isopropanol (15 ml) was added to N-{[1,6-Diethyl-4-(tetrahydro-2H-pyran-4-ylamino)-1H-pyrazolo[3,4-b]pyridin-5-yl]methyl}-4-({8-[(2-hydroxyethyl)(methyl)amino]octanoyl}amino)benzamide (the “free base”, 1.5 g, e.g. which can be as prepared in Example 1B) and the mixture was heated at 60° C. for 1 hour to dissolve the free base. 48% Aqueous hydrobromic acid (0.273 ml, 1 equiv.) was added, and the mixture was left to temperature cycle between 0° C. and 40° C. over the weekend (about 3 days). The re... RXN SMILES: [Cl:1]C[CH:3]1[O:8][CH2:7][CH2:6][N:5]([CH2:9][C:10]2[CH:15]=CC=CC=2)[CH2:4]1.[NH:16]1CC[O:19][CH2:18][CH2:17]1>>[ClH:1].[ClH:1].[O:8]1[CH2:3][CH2:4][N:5]([CH2:9][CH:10]2[O:19][CH2:18][CH2:17][NH:16][CH2:15]2)[CH2:6][CH2:7]1 |f:2.3.4|. Procedure: By the use of 2-chloromethyl-4-benzylmorpholine and morpholine, the reaction is similarly carried out as Reference example 2 to give 2-(morpholinomethyl)morpholine dihydrochloride as white crystals, melting at 297°-299° C. with decompostion. Product: Cl.Cl.O1CCN(CC1)CC1CNCCO1 (2-(morpholinomethyl)morpholine dihydrochloride). Starting materials: ClCC1CN(CCO1)CC1=CC=CC=C1 (2-chloromethyl-4-benzylmorpholine), N1CCOCC1 (morpholine). The reactants are BrC1=CC=CC=C1 (bromobenzene), C(CCC)[Li] (n-butyllithium), hexanes, CN1C2CC(CC1CC2)=O (8-methyl-8-azabicyclo[3.2.1]-octan-3-one). Yields the product CN1C2CC(CC1CC2)(O)C2=CC=CC=C2 (8-Methyl-3-phenyl-8-azabicyclo[3.2.1]octan-3-ol). Reaction SMILES: Br[C:2]1[CH:7]=[CH:6][CH:5]=[CH:4][CH:3]=1.C([Li])CCC.[CH3:13][N:14]1[CH:19]2[CH2:20][CH2:21][CH:15]1[CH2:16][C:17](=[O:22])[CH2:18]2>>[CH3:13][N:14]1[CH:19]2[CH2:20][CH2:21][CH:15]1[CH2:16][C:17]([C:2]1[CH:7]=[CH:6][CH:5]=[CH:4][CH:3]=1)([OH:22])[CH2:18]2. Procedure details: The title compound was prepared from bromobenzene (42.1 mL, 0.4 mol), n-butyllithium in hexanes (156 mL, 2.5 M, 0.39 mol) and 8-methyl-8-azabicyclo[3.2.1]-octan-3-one (25 g, 0.18 mol). Yield 14 g (36%), m.p. 157-159° C.